This data is from the Open Reaction Database (ORD), a public repository of structured organic reaction records. The task is: describe an organic reaction: reactants, conditions, products, and yield Starting materials: ClC(Cl)(OC(OC(Cl)(Cl)Cl)=O)Cl (triphosgene), COC=1C=C2C(=CC=NC2=CC1OC)OC1=C(C(=C(N)C=C1)C)C (4-[(6,7-Dimethoxy-4-quinolyl)oxy]-2,3-dimethylaniline), C(C)(C)N(CC)C(C)C (diisopropylethylamine), NC=1SC(=NN1)C(F)(F)F (2-amino-5-trifluoromethyl-1,3,4-thiadiazole). Solvent: C(Cl)(Cl)Cl (chloroform), O (water), C(Cl)(Cl)Cl (chloroform). Run at time 15 minute. Yields the product COC=1C=C2C(=CC=NC2=CC1OC)OC1=C(C(=C(C=C1)NC(=O)NC=1SC(=NN1)C(F)(F)F)C)C (N-{4-[(6,7-Dimethoxy-4-quinolyl)oxy]-2,3-dimethylphenyl}-N′-[5-(trifluoromethyl)-1,3,4-thiadiazol-2-yl]urea). The yield is 43.7%. As a reaction SMILES: [CH3:1][O:2][C:3]1[CH:4]=[C:5]2[C:10](=[CH:11][C:12]=1[O:13][CH3:14])[N:9]=[CH:8][CH:7]=[C:6]2[O:15][C:16]1[CH:22]=[CH:21][C:19]([NH2:20])=[C:18]([CH3:23])[C:17]=1[CH3:24].C(N(C(C)C)CC)(C)C.ClC(Cl)(O[C:38](=[O:44])OC(Cl)(Cl)Cl)Cl.[NH2:46][C:47]1[S:48][C:49]([C:52]([F:55])([F:54])[F:53])=[N:50][N:51]=1>C(Cl)(Cl)Cl.O>[CH3:1][O:2][C:3]1[CH:4]=[C:5]2[C:10](=[CH:11][C:12]=1[O:13][CH3:14])[N:9]=[CH:8][CH:7]=[C:6]2[O:15][C:16]1[CH:22]=[CH:21][C:19]([NH:20][C:38]([NH:46][C:47]2[S:48][C:49]([C:52]([F:55])([F:54])[F:53])=[N:50][N:51]=2)=[O:44])=[C:18]([CH3:23])[C:17]=1[CH3:24]. Procedure details: 4-[(6,7-Dimethoxy-4-quinolyl)oxy]-2,3-dimethylaniline (100 mg) was dissolved in chloroform (5 ml) and diisopropylethylamine (0.5 ml) to prepare a solution. A solution of triphosgene (100 mg) in chloroform was then added to the solution, and the mixture was stirred at room temperature for 15 min. Next, 2-amino-5-trifluoromethyl-1,3,4-thiadiazole (68 mg) was added thereto, and the mixture was further stirred at room temperature overnight. Distilled water was added to the react-ion solution, and th... Reactants: BrC1=CC2=C(N(C3=C1C=CC=C3)C(C(F)(F)F)=O)C=CC=C2 (10-bromo-5-(trifluoroacetyl)-5H-dibenz[b,f]azepine). Run in CO (methanol), [OH-].[Na+] (sodium hydroxide), O (water). Yields the product BrC1=CC2=C(NC3=C1C=CC=C3)C=CC=C2 (10-bromo-5H-dibenz[b,f]azepine). As a reaction SMILES: [Br:1][C:2]1[C:8]2[CH:9]=[CH:10][CH:11]=[CH:12][C:7]=2[N:6](C(=O)C(F)(F)F)[C:5]2[CH:19]=[CH:20][CH:21]=[CH:22][C:4]=2[CH:3]=1>CO.[OH-].[Na+].O>[Br:1][C:2]1[C:8]2[CH:9]=[CH:10][CH:11]=[CH:12][C:7]=2[NH:6][C:5]2[CH:19]=[CH:20][CH:21]=[CH:22][C:4]=2[CH:3]=1 |f:2.3|. Reported procedure: A solution of 85.9 g of 10-bromo-5-(trifluoroacetyl)-5H-dibenz[b,f]azepine in 500 ml of methanol and 233 ml of normal sodium hydroxide solution is refluxed for 2 hours. The methanol is evaporated off, the concentrated reaction mixture diluted with water and extracted with ethyl acetate. The organic phase is washed with saturated sodium chloride solution, dried over magnesium sulphate and concentrated by evaporation. The residue is purified by chromatography over 380 g of silica gel with benzene/... The reactants are CS(=O)(=O)Cl, COc1cc(C(=O)C=Cc2c[nH]c3ccccc23)cc(OC)c1OC. Yields the product COc1cc(C(=O)C=Cc2cn(S(C)(=O)=O)c3ccccc23)cc(OC)c1OC. RXN SMILES: [CH3:26][S:27]([Cl:28])(=[O:29])=[O:30].[nH:1]1[cH:2][c:3]([CH:10]=[CH:11][C:12](=[O:13])[c:14]2[cH:15][c:16]([O:24][CH3:25])[c:17]([O:22][CH3:23])[c:18]([O:20][CH3:21])[cH:19]2)[c:4]2[cH:5][cH:6][cH:7][cH:8][c:9]12>>[n:1]1([S:27]([CH3:26])(=[O:29])=[O:30])[cH:2][c:3]([CH:10]=[CH:11][C:12](=[O:13])[c:14]2[cH:15][c:16]([O:24][CH3:25])[c:17]([O:22][CH3:23])[c:18]([O:20][CH3:21])[cH:19]2)[c:4]2[cH:5][cH:6][cH:7][cH:8][c:9]12. The reactants are CCN=C=NCCCN(C)C, CCN(C(C)C)C(C)C, Cl, Cl, CN(C)C=O, O, On1nnc2ccccc21, O=C(O)CNC(=O)c1cc(-c2ccccc2)[nH]n1, Cc1cccc(OC2CCNCC2)c1. Product: Cc1cccc(OC2CCN(C(=O)CNC(=O)c3cc(-c4ccccc4)[nH]n3)CC2)c1. As a reaction SMILES: [CH3:38][CH2:39][N:40]=[C:41]=[N:42][CH2:43][CH2:44][CH2:45][N:46]([CH3:47])[CH3:48].[CH:1]([N:2]([CH2:3][CH3:4])[CH:5]([CH3:6])[CH3:7])([CH3:8])[CH3:9].[ClH:49].[ClH:50].[O:65]=[CH:66][N:67]([CH3:68])[CH3:69].[OH2:70].[OH:28][n:29]1[c:30]2[c:31]([cH:32][cH:33][cH:34][cH:35]2)[n:36][n:37]1.[c:10]1(-[c:16]2[cH:17][c:18]([C:21](=[O:22])[NH:23][CH2:24][C:25](=[O:26])[OH:27])[n:19][nH:20]2)[cH:11][cH:12][cH:13][cH:14][cH:15]1.[c:51]1([CH3:64])[cH:52][c:53]([O:57][CH:58]2[CH2:59][CH2:60][NH:61][CH2:62][CH2:63]2)[cH:54][cH:55][cH:56]1>>[c:10]1(-[c:16]2[cH:17][c:18]([C:21](=[O:22])[NH:23][CH2:24][C:25](=[O:27])[N:61]3[CH2:60][CH2:59][CH:58]([O:57][c:53]4[cH:52][c:51]([CH3:64])[cH:56][cH:55][cH:54]4)[CH2:63][CH2:62]3)[n:19][nH:20]2)[cH:11][cH:12][cH:13][cH:14][cH:15]1. The reactants are CS(C)=O, CCN(C(C)C)C(C)C, O=C(Cl)C(=O)Cl, ClCCl, COC(=O)c1ccc(OC(=O)N2CCC(c3ccc(F)cc3)C(CO)C2)cc1. Yields the product COC(=O)c1ccc(OC(=O)N2CCC(c3ccc(F)cc3)C(C=O)C2)cc1. RXN SMILES: [CH3:7][S:8]([CH3:9])=[O:10].[CH:39]([N:40]([CH:41]([CH3:42])[CH3:43])[CH2:44][CH3:45])([CH3:46])[CH3:47].[Cl:1][C:2]([C:3]([Cl:4])=[O:5])=[O:6].[Cl:48][CH2:49][Cl:50].[F:11][c:12]1[cH:13][cH:14][c:15]([CH:18]2[CH:19]([CH2:37][OH:38])[CH2:20][N:21]([C:24](=[O:25])[O:26][c:27]3[cH:28][cH:29][c:30]([C:33](=[O:34])[O:35][CH3:36])[cH:31][cH:32]3)[CH2:22][CH2:23]2)[cH:16][cH:17]1>>[F:11][c:12]1[cH:13][cH:14][c:15]([CH:18]2[CH:19]([CH:37]=[O:38])[CH2:20][N:21]([C:24](=[O:25])[O:26][c:27]3[cH:28][cH:29][c:30]([C:33](=[O:34])[O:35][CH3:36])[cH:31][cH:32]3)[CH2:22][CH2:23]2)[cH:16][cH:17]1. Reactants: COCO[C@@H]1CN(CC1)C[C@H](O)C1=CC=CC=C1 (2-(3-(S)-methoxymethoxypyrrolidin-1-yl)-1-(R)-phenylethanol), COCO[C@@H]1CN(CC1)[C@H](CO)C1=CC=CC=C1 (2-(3-(S)-methoxymethoxypyrrolidin-1-yl)-2-(S)-phenylethanol), CNC1=CC=C(C(=O)OC)C=C1 (methyl 4-methylaminobenzoate), Example 1 ( i ). The product is COCO[C@@H]1CN(CC1)CC(C1=CC=CC=C1)N(C)C1=CC=C(C(=O)OC)C=C1 (Methyl 4-{N-[2-(3-(S)-methoxymethoxypyrrolidin-1-yl)-1-phenylethyl]-N-methylamino}benzoate). The yield is 49.0%. As a reaction SMILES: [CH3:1][O:2][CH2:3][O:4][C@H:5]1[CH2:9][CH2:8][N:7]([CH2:10][C@@H:11]([C:13]2[CH:18]=[CH:17][CH:16]=[CH:15][CH:14]=2)O)[CH2:6]1.COCO[C@H]1CCN([C@@H](C2C=CC=CC=2)CO)C1.[CH3:37][NH:38][C:39]1[CH:48]=[CH:47][C:42]([C:43]([O:45][CH3:46])=[O:44])=[CH:41][CH:40]=1>>[CH3:1][O:2][CH2:3][O:4][C@H:5]1[CH2:9][CH2:8][N:7]([CH2:10][CH:11]([N:38]([C:39]2[CH:48]=[CH:47][C:42]([C:43]([O:45][CH3:46])=[O:44])=[CH:41][CH:40]=2)[CH3:37])[C:13]2[CH:18]=[CH:17][CH:16]=[CH:15][CH:14]=2)[CH2:6]1. Procedure: This was prepared from 2-(3-(S)-methoxymethoxypyrrolidin-1-yl)-1-(R)-phenylethanol and 2-(3-(S)-methoxymethoxypyrrolidin-1-yl)-2-(S)-phenylethanol and methyl 4-methylaminobenzoate in 49% yield according to a procedure similar to that described in Example 1 (i). Starting materials: C(C)OC(=O)C1(CC1)C1=CC=C(C=C1)C1=CC=C(C=C1)C1=C(C(=NO1)C)N (1-[4′-(4-Amino-3-methyl-isoxazol-5-yl)-biphenyl-4-yl]-cyclopropanecarboxylic acid ethyl ester), BrC1=NC(=CC=C1)Br (2,6-dibromopyridine), C([O-])([O-])=O.[Cs+].[Cs+] (cesium carbonate), C=1C=CC(=CC1)P(C=2C=CC=CC2)C3=CC=C4C=CC=CC4=C3C5=C6C=CC=CC6=CC=C5P(C=7C=CC=CC7)C=8C=CC=CC8 (BINAP). The reagents and catalysts are C(C)(=O)[O-].[Pd+2].C(C)(=O)[O-] (Palladium(II) acetate). Solvent: C1CCOC1 (THF), CCOC(=O)C (EtOAc). Reaction conditions: temperature 70 celsius, time 72 hour. Product: C(C)OC(=O)C1(CC1)C1=CC=C(C=C1)C1=CC=C(C=C1)C1=C(C(=NO1)C)NC1=NC(=CC=C1)Br (1-(4′-{3-Methyl-4-[6-bromo-pyridin-2-ylamino]-isoxazol-5-yl}-biphenyl-4-yl)-cyclopropanecarboxylic acid ethyl ester). Reaction SMILES: [CH2:1]([O:3][C:4]([C:6]1([C:9]2[CH:14]=[CH:13][C:12]([C:15]3[CH:20]=[CH:19][C:18]([C:21]4[O:25][N:24]=[C:23]([CH3:26])[C:22]=4[NH2:27])=[CH:17][CH:16]=3)=[CH:11][CH:10]=2)[CH2:8][CH2:7]1)=[O:5])[CH3:2].[Br:28][C:29]1[CH:34]=[CH:33][CH:32]=[C:31](Br)[N:30]=1.C(=O)([O-])[O-].[Cs+].[Cs+].C1C=CC(P(C2C(C3C(P(C4C=CC=CC=4)C4C=CC=CC=4)=CC=C4C=3C=CC=C4)=C3C(C=CC=C3)=CC=2)C2C=CC=CC=2)=CC=1>C1COCC1.CCOC(C)=O.C([O-])(=O)C.[Pd+2].C([O-])(=O)C>[CH2:1]([O:3][C:4]([C:6]1([C:9]2[CH:10]=[CH:11][C:12]([C:15]3[CH:20]=[CH:19][C:18]([C:21]4[O:25][N:24]=[C:23]([CH3:26])[C:22]=4[NH:27][C:31]4[CH:32]=[CH:33][CH:34]=[C:29]([Br:28])[N:30]=4)=[CH:17][CH:16]=3)=[CH:13][CH:14]=2)[CH2:8][CH2:7]1)=[O:5])[CH3:2] |f:2.3.4,8.9.10|. Procedure details: 1-[4′-(4-Amino-3-methyl-isoxazol-5-yl)-biphenyl-4-yl]-cyclopropanecarboxylic acid ethyl ester (2.7 g, 6.7 mmol), 2,6-dibromopyridine (2.3 g, 10.0 mmol), cesium carbonate (3.04 g, 9.4 mmol), and BINAP (0.187 g, 0.3 mmol) were stirred in THF (100 mL) at room temperature and bubbled with nitrogen for 1 hr. Palladium(II) acetate (0.068 g, 0.20 mmol) was added, and the mixture was warmed to 70° C., stirred for 72 hrs, then cooled to room temperature. The resulting mixture was diluted with EtOAc (300 ... Reactants: C1(CCCC1)CC(C(=O)N)C1=CC=C(C=C1)OC1=CC=CC=C1 (3-cyclopentyl-2-(4-phenoxy-phenyl)-propionamide), CN=C=O (methyl isocyanate). Solvent: C1(=CC=CC=C1)C (toluene). The product is hexanes ethyl acetate, C1(CCCC1)CC(C(=O)NC(=O)NC)C1=CC=C(C=C1)OC1=CC=CC=C1 (1-[3-cyclopentyl-2-(4-phenoxy-phenyl)-propionyl]-3-methyl-urea). Isolated yield 68.8%. RXN SMILES: [CH:1]1([CH2:6][CH:7]([C:11]2[CH:16]=[CH:15][C:14]([O:17][C:18]3[CH:23]=[CH:22][CH:21]=[CH:20][CH:19]=3)=[CH:13][CH:12]=2)[C:8]([NH2:10])=[O:9])[CH2:5][CH2:4][CH2:3][CH2:2]1.[CH3:24][N:25]=[C:26]=[O:27]>C1(C)C=CC=CC=1>[CH:1]1([CH2:6][CH:7]([C:11]2[CH:12]=[CH:13][C:14]([O:17][C:18]3[CH:23]=[CH:22][CH:21]=[CH:20][CH:19]=3)=[CH:15][CH:16]=2)[C:8]([NH:10][C:26]([NH:25][CH3:24])=[O:27])=[O:9])[CH2:5][CH2:4][CH2:3][CH2:2]1. Reported procedure: A solution of 3-cyclopentyl-2-(4-phenoxy-phenyl)-propionamide (143 mg, 0.46 mmol) in toluene (10 mL) was treated with methyl isocyanate (0.04 mL, 0.69 mmol). The reaction mixture was heated under reflux for 24 h. The reaction was then concentrated in vacuo. Flash chromatography (Merck Silica gel 60, 230-400 mesh, 80/20 hexanes/ethyl acetate) afforded 1-[3-cyclopentyl-2-(4-phenoxy-phenyl)-propionyl]-3-methyl-urea (116 mg, 69%) as a white solid: EI-HRMS m/e calcd for C22H26N2O3 (M+) 366.1943, foun...